Task: describe an organic reaction: reactants, conditions, products, and yield. Dataset: the Open Reaction Database (ORD), a public repository of structured organic reaction records Starting materials: CC(C(=O)[O-])=P(c1ccccc1)(c1ccccc1)c1ccccc1, CO, CCOC(C)=O, Cn1nc(-c2cc(C=O)c(Cl)cc2F)c(Cl)c1C(F)(F)F. Product: Cn1nc(-c2cc(C=CC(=O)O)c(Cl)cc2F)c(Cl)c1C(F)(F)F. RXN SMILES: [CH3:22][C:23]([C:24](=[O:25])[O-:26])=[P:27]([c:28]1[cH:29][cH:30][cH:31][cH:32][cH:33]1)([c:34]1[cH:35][cH:36][cH:37][cH:38][cH:39]1)[c:40]1[cH:41][cH:42][cH:43][cH:44][cH:45]1.[CH3:46][OH:47].[CH3:48][CH2:49][O:50][C:51](=[O:52])[CH3:53].[Cl:1][c:2]1[c:3]([CH:4]=[O:5])[cH:6][c:7](-[c:11]2[n:12][n:13]([CH3:21])[c:14]([C:17]([F:18])([F:19])[F:20])[c:15]2[Cl:16])[c:8]([F:10])[cH:9]1>>[Cl:1][c:2]1[c:3]([CH:22]=[CH:23][C:24](=[O:25])[OH:26])[cH:6][c:7](-[c:11]2[n:12][n:13]([CH3:21])[c:14]([C:17]([F:18])([F:19])[F:20])[c:15]2[Cl:16])[c:8]([F:10])[cH:9]1. Product: C(C)OP(=O)(OCC)CS(=O)(=O)OC(C)C ((Diethoxyphosphinyl)methanesulfonic acid, 1-methylethyl ester). The yield is 67.0%. RXN SMILES: [CH3:1][S:2]([O:5][CH:6]([CH3:8])[CH3:7])(=[O:4])=[O:3].C([Li])CCC.[P:14](Cl)([O:19][CH2:20][CH3:21])([O:16][CH2:17][CH3:18])=[O:15]>C1COCC1>[CH2:17]([O:16][P:14]([CH2:1][S:2]([O:5][CH:6]([CH3:8])[CH3:7])(=[O:4])=[O:3])([O:19][CH2:20][CH3:21])=[O:15])[CH3:18]. Reactants: CS(=O)(=O)OC(C)C (isopropyl methanesulfonate), C(CCC)[Li] (n-butyllithium), P(=O)(OCC)(OCC)Cl (diethyl chlorophosphate). The solvent is C1CCOC1 (THF). Procedure details: To a rapidly stirred solution of 8.28 g (60 mmol) of isopropyl methanesulfonate in 150 mL of THF at -73° C. (internal temp.) was added 25 mL (60 mmol) of 2.4M n-butyllithium dropwise over 20 min. The internal temperature was not allowed to rise above -69° C. throughout the course of the addition. After an additional 15 min., 5.17 g (30 mmol) of freshly distilled diethyl chlorophosphate was added at a rate to keep the solution temperature below -69° C. The reaction mixture was stirred for 0.3 h a... Reaction conditions: temperature -40 celsius, time 15 minute.